From a dataset of the Open Reaction Database (ORD), a public repository of structured organic reaction records. describe an organic reaction: reactants, conditions, products, and yield The reactants are Dimethyl [1-(methylidyneimino)-2-oxopropyl]phosphonate, FC1=CC2=C(C=3N(CCO2)C=C(N3)C(=O)N)C=C1C#CC(C)(O)C1=NOC(=C1)C=O (9-fluoro-10-(3-(5-formylisoxazol-3-yl)-3-hydroxybut-1-yn-1-yl)-5,6-dihydrobenzo[f]imidazo[1,2-d][1,4]oxazepine-2-carboxamide), C([O-])([O-])=O.[K+].[K+] (potassium carbonate). The solvent is CO (methanol), CO (methanol). Reaction conditions: time 12 hour. Product: C(#C)C1=CC(=NO1)C(C#CC=1C(=CC2=C(C=3N(CCO2)C=C(N3)C(=O)N)C1)F)(C)O ((±)-10-(3-(5-ethynylisoxazol-3-yl)-3-hydroxybut-1-yn-1-yl)-9-fluoro-5,6-dihydrobenzo[f]imidazo[1,2-d][1,4]oxazepine-2-carboxamide). Isolated yield 20.8%. Reaction SMILES: [F:1][C:2]1[C:18]([C:19]#[C:20][C:21]([C:24]2[CH:28]=[C:27]([CH:29]=O)[O:26][N:25]=2)([OH:23])[CH3:22])=[CH:17][C:5]2[C:6]3[N:7]([CH:11]=[C:12]([C:14]([NH2:16])=[O:15])[N:13]=3)[CH2:8][CH2:9][O:10][C:4]=2[CH:3]=1.[C:31](=O)([O-])[O-].[K+].[K+]>CO>[C:29]([C:27]1[O:26][N:25]=[C:24]([C:21]([OH:23])([CH3:22])[C:20]#[C:19][C:18]2[C:2]([F:1])=[CH:3][C:4]3[O:10][CH2:9][CH2:8][N:7]4[CH:11]=[C:12]([C:14]([NH2:16])=[O:15])[N:13]=[C:6]4[C:5]=3[CH:17]=2)[CH:28]=1)#[CH:31] |f:1.2.3|. Procedure: Dimethyl [1-(methylidyneimino)-2-oxopropyl]phosphonate (27.9 mg, 0.15 mmol, 1.00 equiv) in methanol (0.2 mL) was added dropwise to a stirred mixture of 9-fluoro-10-(3-(5-formylisoxazol-3-yl)-3-hydroxybut-1-yn-1-yl)-5,6-dihydrobenzo[f]imidazo[1,2-d][1,4]oxazepine-2-carboxamide (60 mg, 0.15 mmol, 1.00 equiv) and potassium carbonate (39 mg, 0.28 mmol, 2.00 equiv) in methanol (1.5 mL) at room temperature. The resulting mixture was stirred for 12 h at room temperature and the solids were filtered out... Reactants: O=C([O-])[O-], COc1cc2c(Cl)ncnc2cc1OCCCS(C)(=O)=O, [K+], [K+], CN(C)C=O, Oc1ccc2cccnc2c1. Product: COc1cc2c(Oc3ccc4cccnc4c3)ncnc2cc1OCCCS(C)(=O)=O. As a reaction SMILES: [C:22](=[O:23])([O-:24])[O-:25].[Cl:1][c:2]1[n:3][cH:4][n:5][c:6]2[cH:7][c:8]([O:14][CH2:15][CH2:16][CH2:17][S:18](=[O:19])(=[O:20])[CH3:21])[c:9]([O:12][CH3:13])[cH:10][c:11]12.[K+:26].[K+:27].[O:39]=[CH:40][N:41]([CH3:42])[CH3:43].[OH:28][c:29]1[cH:30][cH:31][c:32]2[cH:33][cH:34][cH:35][n:36][c:37]2[cH:38]1>>[c:2]1([O:28][c:29]2[cH:30][cH:31][c:32]3[cH:33][cH:34][cH:35][n:36][c:37]3[cH:38]2)[n:3][cH:4][n:5][c:6]2[cH:7][c:8]([O:14][CH2:15][CH2:16][CH2:17][S:18](=[O:19])(=[O:20])[CH3:21])[c:9]([O:12][CH3:13])[cH:10][c:11]12. The reactants are C1(CCCCC1)CCC[C@H](CC(=O)OC(C)(C)C)C1=NC(=NO1)COS(=O)(=O)C1=CC=C(C=C1)C (tert-butyl(3R)-6-cyclohexyl-3-[3-({[(4-methylphenyl)sulfonyl]oxy}methyl)-1,2,4-oxadiazol-5-yl]hexanoate), C1(CC1)N (cyclopropylamine). Yields the product C1(CCCCC1)CCC[C@H](CC(=O)OC(C)(C)C)C1=NC(=NO1)CNC1CC1 (tert-butyl(3R)-6-cyclohexyl-3-{3-[(cyclopropylamino)methyl]-1,2,4-oxadiazol-5-yl}hexanoate). Reaction SMILES: [CH:1]1([CH2:7][CH2:8][CH2:9][C@@H:10]([C:19]2[O:23][N:22]=[C:21]([CH2:24]OS(C3C=CC(C)=CC=3)(=O)=O)[N:20]=2)[CH2:11][C:12]([O:14][C:15]([CH3:18])([CH3:17])[CH3:16])=[O:13])[CH2:6][CH2:5][CH2:4][CH2:3][CH2:2]1.[CH:36]1([NH2:39])[CH2:38][CH2:37]1>>[CH:1]1([CH2:7][CH2:8][CH2:9][C@@H:10]([C:19]2[O:23][N:22]=[C:21]([CH2:24][NH:39][CH:36]3[CH2:38][CH2:37]3)[N:20]=2)[CH2:11][C:12]([O:14][C:15]([CH3:18])([CH3:16])[CH3:17])=[O:13])[CH2:6][CH2:5][CH2:4][CH2:3][CH2:2]1. Procedure: Method as for preparation 5 using tert-butyl(3R)-6-cyclohexyl-3-[3-({[(4-methylphenyl)sulfonyl]oxy}methyl)-1,2,4-oxadiazol-5-yl]hexanoate (preparation 177) (500 mg, 0.99 mmol) and cyclopropylamine (210 μl, 2.96 mmol) as starting materials. Starting materials: product, FC1=C(C#N)C(=CC=C1)C1=CC=CC=C1 (2-fluoro-6-phenylbenzonitrile), C(C)(C)N (isopropylamine). Conditions: temperature 95 celsius. Yields the product C(C)(C)NC1=C(C#N)C(=CC=C1)C1=CC=CC=C1 (2-Isopropylamino-6-phenylbenzonitrile). As a reaction SMILES: F[C:2]1[CH:9]=[CH:8][CH:7]=[C:6]([C:10]2[CH:15]=[CH:14][CH:13]=[CH:12][CH:11]=2)[C:3]=1[C:4]#[N:5].[CH:16]([NH2:19])([CH3:18])[CH3:17]>>[CH:16]([NH:19][C:2]1[CH:9]=[CH:8][CH:7]=[C:6]([C:10]2[CH:15]=[CH:14][CH:13]=[CH:12][CH:11]=2)[C:3]=1[C:4]#[N:5])([CH3:18])[CH3:17]. Procedure details: The product of example 1a above, 2-fluoro-6-phenylbenzonitrile, (0.12 g, 0.61 mmol), and isopropylamine (3 mL) were combined in a sealed tube that had been flushed with argon. The tube was heated in an oil bath to 95° C. for 7 days. The excess isopropylamine was evaporated, .and the residue was flash chromatographed on silica gel eluted with 0-3% ethyl acetate in hexane, and then crystallized from hexane to give the title product as a white crystalline product. ES (+) MS m/e=237 (MH+)